From a dataset of the Open Reaction Database (ORD), a public repository of structured organic reaction records. describe an organic reaction: reactants, conditions, products, and yield The reactants are COc1ccc2c(c1)CCC(CCCCC(=O)NOCc1ccccc1)C2=O, CO. Product: COc1ccc2c(c1)CCC(CCCCC(=O)NO)C2=O. RXN SMILES: [CH2:1]([c:2]1[cH:3][cH:4][cH:5][cH:6][cH:7]1)[O:8][NH:9][C:10]([CH2:11][CH2:12][CH2:13][CH2:14][CH:15]1[C:16](=[O:27])[c:17]2[cH:18][cH:19][c:20]([O:25][CH3:26])[cH:21][c:22]2[CH2:23][CH2:24]1)=[O:28].[CH3:29][OH:30]>>[OH:8][NH:9][C:10]([CH2:11][CH2:12][CH2:13][CH2:14][CH:15]1[C:16](=[O:27])[c:17]2[cH:18][cH:19][c:20]([O:25][CH3:26])[cH:21][c:22]2[CH2:23][CH2:24]1)=[O:28].